From a dataset of the Open Reaction Database (ORD), a public repository of structured organic reaction records. describe an organic reaction: reactants, conditions, products, and yield Procedure: 5.74 g of the compound obtained from Example 17 was dissolved in 200 ml of 5% HCl-methanol solution, and then 0.5 ml of distilled water was added thereto. This solution was stirred at room temperature for 24 hours. The solvent was distilled off and concentrated under reduced pressure. 20 ml of acetone and 100 ml of diethyl ether were added thereto, and the resulting solid was filtered and then dried to obtain 2.71 g of the object compound The product is Cl.C1(CC1)N1C=C(C(C2=CC(=C(C=C12)N1CCNCC1)F)=O)C(CC(=O)OCC)=O (1-cyclopropyl-6-fluoro-7-(piperazin-1-yl)-3-(2-ethoxycarbonylacetyl)-1,4-dihydro-4-oxoquinoline hydrochloride). Conditions: time 24 hour. The reactants are C1(CC1)N1C=C(C(C2=CC(=C(C=C12)N1CCN(CC1)C(=O)OC(C)(C)C)F)=O)C(C(C(=O)OCC)C(=O)OCC)=O (1-cyclopropyl-6-fluoro-7-(4-t-butoxycarbonylpiperazin-1-yl)-3-(2,2-diethoxycarbonylacetyl)-1,4-dihydro-4-oxoquinoline), Cl.CO (HCl methanol), O (water). RXN SMILES: [CH:1]1([N:4]2[C:13]3[C:8](=[CH:9][C:10]([F:27])=[C:11]([N:14]4[CH2:19][CH2:18][N:17](C(OC(C)(C)C)=O)[CH2:16][CH2:15]4)[CH:12]=3)[C:7](=[O:28])[C:6]([C:29](=[O:41])[CH:30](C(OCC)=O)[C:31]([O:33][CH2:34][CH3:35])=[O:32])=[CH:5]2)[CH2:3][CH2:2]1.O.[ClH:43].CO>>[ClH:43].[CH:1]1([N:4]2[C:13]3[C:8](=[CH:9][C:10]([F:27])=[C:11]([N:14]4[CH2:15][CH2:16][NH:17][CH2:18][CH2:19]4)[CH:12]=3)[C:7](=[O:28])[C:6]([C:29](=[O:41])[CH2:30][C:31]([O:33][CH2:34][CH3:35])=[O:32])=[CH:5]2)[CH2:3][CH2:2]1 |f:2.3,4.5|. Yield: 62.0%. The reactants are O=P(Cl)(Cl)Cl (POCl3), C(C1=CC=CC=C1)OC=1C=C(C=CC1)CNCCOC(C(C)(C)C)=O (2,2-dimethylpropionic acid 2-[(3-benzyloxyphenyl)methylamino]ethyl ester), C(C)(=O)[O-].[Na+] (sodium acetate). The solvent is CN(C)C=O (DMF), CN(C)C=O (DMF). Reaction conditions: time 40 minute. Product: C(C1=CC=CC=C1)OC=1C=C(C=CC1C=O)CNCCOC(C(C)(C)C)=O (2,2-dimethylpropionic acid 2-[(3-benzyloxy-4-formylphenyl)methylamino]ethyl ester). Reaction SMILES: O=P(Cl)(Cl)Cl.[CH2:6]([O:13][C:14]1[CH:15]=[C:16]([CH2:20][NH:21][CH2:22][CH2:23][O:24][C:25](=[O:30])[C:26]([CH3:29])([CH3:28])[CH3:27])[CH:17]=[CH:18][CH:19]=1)[C:7]1[CH:12]=[CH:11][CH:10]=[CH:9][CH:8]=1.[C:31]([O-])(=[O:33])C.[Na+]>CN(C=O)C>[CH2:6]([O:13][C:14]1[CH:15]=[C:16]([CH2:20][NH:21][CH2:22][CH2:23][O:24][C:25](=[O:30])[C:26]([CH3:27])([CH3:29])[CH3:28])[CH:17]=[CH:18][C:19]=1[CH:31]=[O:33])[C:7]1[CH:8]=[CH:9][CH:10]=[CH:11][CH:12]=1 |f:2.3|. Procedure: POCl3 (3.6 g, 23.4 mmol) was added to 20 ml of DMF in an ice bath. After 40 minutes, 2,2-dimethylpropionic acid 2-[(3-benzyloxyphenyl)methylamino]ethyl ester (8.0 g, 23.4 mmol) dissolved in DMF (10 ml) was added dropwise. The mixture was stirred for 16 hours. After an aqueous sodium acetate solution (20%, 100 ml) was added dropwise, the oily matter was subjected to extraction with ethyl acetate. Washing was performed with a saturated aqueous NaHCO3 solution (100 ml) and then with a saturated sal... Starting materials: Cl.Cl.C(N)(=N)SCC=1SC(=C(C1)C)CN(C)C (2-amidinothiomethyl-5-(dimethylamino)methyl-4-methylthiophene dihydrochloride), [OH-].[Na+] (sodium hydroxide). Solvent: O (water). Product: CN(C)CC1=C(C=C(S1)CS)C (5-(dimethylamino)methyl-2-mercaptomethyl-4-methylthiophene). Yield: 83.3%. RXN SMILES: Cl.Cl.C([S:6][CH2:7][C:8]1[S:9][C:10]([CH2:14][N:15]([CH3:17])[CH3:16])=[C:11]([CH3:13])[CH:12]=1)(=N)N.[OH-].[Na+]>O>[CH3:17][N:15]([CH2:14][C:10]1[S:9][C:8]([CH2:7][SH:6])=[CH:12][C:11]=1[CH3:13])[CH3:16] |f:0.1.2,3.4|. Procedure details: In 5 ml of water was dissolved 10 g of 2-amidinothiomethyl-5-(dimethylamino)methyl-4-methylthiophene dihydrochloride, and 2.52 g of sodium hydroxide was added thereto, and the resulting mixture was subjected to reaction under reflux for 2.5 hours in a nitrogen atmosphere. The reaction mixture was cooled to room temperature, and then extracted with 100 ml of methylene chloride, and the extract was dried over anhydrous magnesium sulfate, after which the solvent was removed by distillation under re... The reactants are N1C=NC=C1 (imidazole), ClC=1N=C(C2=C(N1)SC=C2C)NCCC2=CC1=C(C=C2)OCO1 (2-chloro-5-methyl-4-(3,4-methylenedioxyphenethylamino)-thieno-[2,3-d]-pyrimidine). The product is N1(C=NC=C1)C=1N=C(C2=C(N1)SC=C2C)NCCC2=CC1=C(C=C2)OCO1 (2-(imidazol-1-yl)-5-methyl-4-(3,4-methylenedioxyphenethylamino)-thieno-[2,3-d]-pyrimidine). Procedure details: Following the procedure of Example 97, the reaction of imidazole with 2-chloro-5-methyl-4-(3,4-methylenedioxyphenethylamino)-thieno-[2,3-d]-pyrimidine gives 2-(imidazol-1-yl)-5-methyl-4-(3,4-methylenedioxyphenethylamino)-thieno-[2,3-d]-pyrimidine. RXN SMILES: [NH:1]1[CH:5]=[CH:4][N:3]=[CH:2]1.Cl[C:7]1[N:8]=[C:9]([NH:17][CH2:18][CH2:19][C:20]2[CH:25]=[CH:24][C:23]3[O:26][CH2:27][O:28][C:22]=3[CH:21]=2)[C:10]2[C:15]([CH3:16])=[CH:14][S:13][C:11]=2[N:12]=1>>[N:1]1([C:7]2[N:8]=[C:9]([NH:17][CH2:18][CH2:19][C:20]3[CH:25]=[CH:24][C:23]4[O:26][CH2:27][O:28][C:22]=4[CH:21]=3)[C:10]3[C:15]([CH3:16])=[CH:14][S:13][C:11]=3[N:12]=2)[CH:5]=[CH:4][N:3]=[CH:2]1.